Dataset: the Open Reaction Database (ORD), a public repository of structured organic reaction records. Task: describe an organic reaction: reactants, conditions, products, and yield The reactants are CC(=O)O[BH-](OC(C)=O)OC(C)=O, O=C([O-])O, CCCOCCOc1ccc(-c2ccc3c(c2)C=C(C(=O)OC)CCN3)cc1, O=CC1CC1, ClCCCl, [Na+], [Na+], O. Product: CCCOCCOc1ccc(-c2ccc3c(c2)C=C(C(=O)OC)CCN3CC2CC2)cc1. As a reaction SMILES: [C:34]([O:35][BH-:36]([O:37][C:38](=[O:39])[CH3:40])[O:41][C:42](=[O:43])[CH3:44])(=[O:45])[CH3:46].[C:48](=[O:49])([O-:50])[OH:51].[CH2:1]([CH2:2][CH3:3])[O:4][CH2:5][CH2:6][O:7][c:8]1[cH:9][cH:10][c:11](-[c:14]2[cH:15][cH:16][c:17]3[c:18]([cH:28]2)[CH:19]=[C:20]([C:24](=[O:25])[O:26][CH3:27])[CH2:21][CH2:22][NH:23]3)[cH:12][cH:13]1.[CH:29]1([CH:32]=[O:33])[CH2:30][CH2:31]1.[Cl:53][CH2:54][CH2:55][Cl:56].[Na+:47].[Na+:52].[OH2:57]>>[CH2:1]([CH2:2][CH3:3])[O:4][CH2:5][CH2:6][O:7][c:8]1[cH:9][cH:10][c:11](-[c:14]2[cH:15][cH:16][c:17]3[c:18]([cH:28]2)[CH:19]=[C:20]([C:24](=[O:25])[O:26][CH3:27])[CH2:21][CH2:22][N:23]3[CH2:32][CH:29]2[CH2:30][CH2:31]2)[cH:12][cH:13]1. Starting materials: BrCC(=O)OCC (ethyl bromoacetate), CCOC(=O)C (EtOAc), [H-].[Na+] (sodium hydride), OC1=C(C=CC=C1)C=1C=C(C(NC1C)=O)C#N (5-(2-hydroxyphenyl)-6-methyl-2-oxo-1,2-dihydro-3-pyridinecarbonitrile). The solvent is CN(C)C=O (DMF), CN(C)C=O (DMF), CN(C)C=O (DMF). Run at time 30 minute. The product is C(=O)(OCC)COC1=C(C=CC=C1)C=1C=C(C(NC1C)=O)C#N (5-(2-carboethoxymethoxyphenyl)-6-methyl-2-oxo-1,2 -dihydro-3-pyridinecarbonitrile). Isolated yield 35.9%. As a reaction SMILES: [H-].[Na+].[OH:3][C:4]1[CH:9]=[CH:8][CH:7]=[CH:6][C:5]=1[C:10]1[CH:11]=[C:12]([C:18]#[N:19])[C:13](=[O:17])[NH:14][C:15]=1[CH3:16].Br[CH2:21][C:22]([O:24][CH2:25][CH3:26])=[O:23].CCOC(C)=O>CN(C=O)C>[C:22]([CH2:21][O:3][C:4]1[CH:9]=[CH:8][CH:7]=[CH:6][C:5]=1[C:10]1[CH:11]=[C:12]([C:18]#[N:19])[C:13](=[O:17])[NH:14][C:15]=1[CH3:16])([O:24][CH2:25][CH3:26])=[O:23] |f:0.1|. Procedure: A dispersion of 530 mg of 60% sodium hydride in mineral oil and 10 ml of DMF is treated, dropwise, with a solution of 1.50 g (6.6 mmol) of 5-(2-hydroxyphenyl)-6-methyl-2-oxo-1,2-dihydro-3-pyridinecarbonitrile in 20 ml of DMF. The reaction is stirred 30 min at RT, then cooled in an ice bath and 1.11 g (6.6 mmol) of ethyl bromoacetate in 30 ml of DMF is added dropwise. The reaction is allowed to slowly come to RT and stirred overnight under N2. The mixture is concentrated under vacuum, the residue... Reactants: ClC1=C2C(NC(=N1)C)=CC(=N2)C2=CC=CC=C2 (4-chloro-2-methyl-6-phenylpyrrolo[3,2-d]pyrimidine), CB(O)O (methylboronic acid), C1(=CC=CC=C1)P(C1=CC=CC=C1)C1=CC=CC=C1 (triphenylphosphine), C(=O)([O-])[O-].[Na+].[Na+] (Na2CO3). Reagents/catalysts: [Pd].[Pd].C(C1=CC=CC=C1)=CC(=O)C=CC1=CC=CC=C1.C(C1=CC=CC=C1)=CC(=O)C=CC1=CC=CC=C1.C(C1=CC=CC=C1)=CC(=O)C=CC1=CC=CC=C1 (tris(dibenzylideneacetone) dipalladium(0)). Solvent: O (H2O), C(C)O (ethanol), C1(=CC=CC=C1)C (toluene). The product is CC1=NC(=C2C(N1)=CC(=N2)C2=CC=CC=C2)C (2,4-Dimethyl-6-phenylpyrrolo[3,2-d]pyrimidine). Yield: 40.7%. Reaction SMILES: Cl[C:2]1[N:7]=[C:6]([CH3:8])[NH:5][C:4]2=[CH:9][C:10]([C:12]3[CH:17]=[CH:16][CH:15]=[CH:14][CH:13]=3)=[N:11][C:3]=12.[CH3:18]B(O)O.C1(P(C2C=CC=CC=2)C2C=CC=CC=2)C=CC=CC=1.C([O-])([O-])=O.[Na+].[Na+]>O.[Pd].[Pd].C(=CC(C=CC1C=CC=CC=1)=O)C1C=CC=CC=1.C(=CC(C=CC1C=CC=CC=1)=O)C1C=CC=CC=1.C(=CC(C=CC1C=CC=CC=1)=O)C1C=CC=CC=1.C(O)C.C1(C)C=CC=CC=1>[CH3:8][C:6]1[NH:5][C:4]2=[CH:9][C:10]([C:12]3[CH:17]=[CH:16][CH:15]=[CH:14][CH:13]=3)=[N:11][C:3]2=[C:2]([CH3:18])[N:7]=1 |f:3.4.5,7.8.9.10.11|. Reported procedure: A mixture of 4-chloro-2-methyl-6-phenylpyrrolo[3,2-d]pyrimidine (Example 1(e)) (80 mg, 0.33 mmol), methylboronic acid (Aldrich Chemical Company) (49 mg, 0.82 mmol), tris(dibenzylideneacetone) dipalladium(0) (Aldrich Chemical Company) (9.4 mg, 0.0103 mmol) and triphenylphosphine (Aldrich Chemical Company) (10.8 mg, 0.042 mmol) in a mixed solvent (1000 μL of toluene, 500 μL of 1.0 M Na2CO3, and 250 μL of ethanol) was heated at reflux under N2 overnight. Upon cooling to the room temperature, the re... The yield is 21.9%. Run in CN(C=O)C (dimethylformamide). Procedure: A mixture of 5-amino-2,3-dihydrofuro[3,2-c]pyridin-5-ium 2,4-dinitrobenzenolate (2.00 g, 6.24 mmol), potassium carbonate (1.21 g, 8.75 mmol) and 3-hexyn-2-one (0.750 mL, 6.87 mmol) in dimethylformamide (30 mL) was stirred at 40° C. for 16 hr, water was added, and the mixture was extracted with ethyl acetate. The extract was washed with saturated brine, dried over anhydrous sodium sulfate and filtered. The solvent was evaporated under reduced pressure and the residue was purified by silica gel co... Yields the product C(C)C1=NN2C(C3=C(C=C2)OCC3)=C1C(C)=O (1-(2-ethyl-8,9-dihydrofuro[3,2-c]pyrazolo[1,5-a]pyridin-1-yl)ethanone). As a reaction SMILES: [N+]([C:4]1[CH:9]=[C:8]([N+]([O-])=O)[CH:7]=[CH:6][C:5]=1[O-:13])([O-])=O.[NH2:14][N+:15]1[CH:20]=[CH:19][C:18]2[O:21][CH2:22][CH2:23][C:17]=2[CH:16]=1.C(=O)([O-])[O-].[K+].[K+].CC(=O)C#CCC.O>CN(C)C=O>[CH2:8]([C:9]1[C:4]([C:5](=[O:13])[CH3:6])=[C:16]2[C:17]3[CH2:23][CH2:22][O:21][C:18]=3[CH:19]=[CH:20][N:15]2[N:14]=1)[CH3:7] |f:0.1,2.3.4|. Reactants: O (water), [N+](=O)([O-])C1=C(C=CC(=C1)[N+](=O)[O-])[O-].N[N+]1=CC2=C(C=C1)OCC2 (5-amino-2,3-dihydrofuro[3,2-c]pyridin-5-ium 2,4-dinitrobenzenolate), C([O-])([O-])=O.[K+].[K+] (potassium carbonate), CC(C#CCC)=O (3-hexyn-2-one). Reaction conditions: temperature 40 celsius, time 16 hour. The product is C[N+](=CCl)C.[Cl-] (Vilsmeier reagent), CON=C(C(=O)NC1[C@@H]2N(C(=C(CS2)CSC2=NN=CN2CC=C)C(=O)O)C1=O)C=1N=C(SC1)NC=O (7-[2-methoxyimino-2-(2-formamidothiazol-4-yl)acetamido]-3-(4-allyl-4H-1,2,4-triazol-3-yl)thiomethyl-3-cephem-4-carboxylic acid). Conditions: time 10 minute. Reaction SMILES: P(Cl)(Cl)([Cl:3])=O.[CH3:6][O:7][N:8]=[C:9]([C:13]1[N:14]=[C:15]([NH:18][CH:19]=[O:20])[S:16][CH:17]=1)[C:10]([OH:12])=O.[NH2:21][CH:22]1[C:42](=[O:43])[N:24]2[C:25]([C:39]([OH:41])=[O:40])=[C:26]([CH2:29][S:30][C:31]3[N:35]([CH2:36][CH:37]=[CH2:38])[CH:34]=[N:33][N:32]=3)[CH2:27][S:28][C@H:23]12.C(=O)(O)[O-].[Na+]>O.CC(C)=O.C(OCC)(=O)C.CN(C)C=O>[CH3:23][N+:24]([CH3:42])=[CH:25][Cl:3].[Cl-:3].[CH3:6][O:7][N:8]=[C:9]([C:13]1[N:14]=[C:15]([NH:18][CH:19]=[O:20])[S:16][CH:17]=1)[C:10]([NH:21][CH:22]1[C:42](=[O:43])[N:24]2[C:25]([C:39]([OH:41])=[O:40])=[C:26]([CH2:29][S:30][C:31]3[N:35]([CH2:36][CH:37]=[CH2:38])[CH:34]=[N:33][N:32]=3)[CH2:27][S:28][C@H:23]12)=[O:12] |f:3.4,9.10|. The yield is 56.7%. Reactants: P(=O)(Cl)(Cl)Cl (phosphorus oxychloride), CON=C(C(=O)O)C=1N=C(SC1)NC=O (2-methoxyimino-2-(2-formamidothiazol-4-yl)acetic acid), NC1[C@@H]2N(C(=C(CS2)CSC2=NN=CN2CC=C)C(=O)O)C1=O (7-amino-3-(4-allyl-4H-1,2,4-triazol-3-yl)thiomethyl-3-cephem-4-carboxylic acid), C([O-])(O)=O.[Na+] (sodium bicarbonate). Procedure details: The Vilsmeier reagent was prepared from dry dimethylformamide (0.44 g), phosphorus oxychloride (0.9 g) and dry ethyl acetate (1.0 ml) by the conventional method. Dry ethyl acetate (20 ml) was added thereto and then 2-methoxyimino-2-(2-formamidothiazol-4-yl)acetic acid (syn isomer) (1.1 g) was added thereto at -5° to -10° C. The mixture was stirred for 10 minutes at the same temperature. The resulting mixture was dropwise added at 0° to 5° C. and pH 6.5 to 7.5 with stirring to a solution of 7-ami... Run in C(C)(=O)OCC (ethyl acetate), C(C)(=O)OCC (ethyl acetate), CN(C=O)C (dimethylformamide), O (water), CC(=O)C (acetone).